Dataset: the Open Reaction Database (ORD), a public repository of structured organic reaction records. Task: describe an organic reaction: reactants, conditions, products, and yield Starting materials: C1(=CC=CC=C1)C(C)C (cumene), [O-]O.C1(=CC=CC=C1)C(C)C (cumene hydroperoxide), CC(O)(C1=CC=CC=C1)C (dimethylphenylcarbinol). The solvent is CC(=O)C (acetone). The product is C1(=CC=CC=C1)O (phenol), CC(=C)C1=CC=CC=C1 (alpha-methyl styrene). RXN SMILES: [C:1]1(C(C)C)[CH:6]=[CH:5][CH:4]=[CH:3][CH:2]=1.[O-]O.[C:12]1([CH:18]([CH3:20])[CH3:19])[CH:17]=[CH:16][CH:15]=[CH:14][CH:13]=1.CC(C)(C1C=CC=CC=1)[OH:23]>CC(C)=O>[C:1]1([OH:23])[CH:6]=[CH:5][CH:4]=[CH:3][CH:2]=1.[CH3:20][C:18]([C:12]1[CH:17]=[CH:16][CH:15]=[CH:14][CH:13]=1)=[CH2:19] |f:1.2|. Reported procedure: A process of decomposing a cumene oxidation product mixture containing cumene hydroperoxide (CHP) and dimethylphenylcarbinol (DMPC) to produce phenol, acetone and alpha-methyl styrene (AMS) with reduced by-product formation which comprises the steps: Reactants: C1(=CC=CC=C1)[C@H](C)NC1=NC(=CC(=N1)Cl)C (2-[(S)-1-phenylethylamino]-4-chloro-6-methylpyrimidine), [Na].N1=CNC2=C1C=CC=C2 (benzimidazole sodium salt), solution. Run in CN(C)C=O (DMF). Reaction conditions: temperature 100 celsius. Yields the product C1(=CC=CC=C1)[C@H](C)NC1=NC(=CC(=N1)N1C=NC2=C1C=CC=C2)C (2-[(S)-1-Phenylethylamino]-4-[benzimidazol-1-yl]-6-methylpyrimidine). Reaction SMILES: [C:1]1([C@@H:7]([NH:9][C:10]2[N:15]=[C:14](Cl)[CH:13]=[C:12]([CH3:17])[N:11]=2)[CH3:8])[CH:6]=[CH:5][CH:4]=[CH:3][CH:2]=1.[Na].[N:19]1[C:23]2[CH:24]=[CH:25][CH:26]=[CH:27][C:22]=2[NH:21][CH:20]=1>CN(C=O)C>[C:1]1([C@@H:7]([NH:9][C:10]2[N:15]=[C:14]([N:19]3[C:23]4[CH:24]=[CH:25][CH:26]=[CH:27][C:22]=4[N:21]=[CH:20]3)[CH:13]=[C:12]([CH3:17])[N:11]=2)[CH3:8])[CH:6]=[CH:5][CH:4]=[CH:3][CH:2]=1 |f:1.2,^1:17|. Procedure: To a solution of 2-[(S)-1-phenylethylamino]-4-chloro-6-methylpyrimidine (11 mg, 0.044 mmol, 1 eq) in DMF (0.2 mL) was added a solution of benzimidazole sodium salt (0.088 mL of a 1M solution, 0.088 mmol, 2 eq). The mixture was warmed to 100° C. for 2 h. The mixture was cooled and the DMF was removed under reduced pressure. The residue was purified by preparative thin layer chromatography (eluted with 2:1 hexanes/acetone to give 9.9 mg of the title compound. 1H NMR (500 MHz, CDCl3): δ 1.23 (3H, d...